From a dataset of the Open Reaction Database (ORD), a public repository of structured organic reaction records. describe an organic reaction: reactants, conditions, products, and yield Reactants: FC1=CC=C(C=C1)C(C#N)(CC1CN(CCC1)S(=O)(=O)C1=CC=C(C=C1)C)C1=CC=C(C=C1)F (α,α-bis(4-fluorophenyl)-1-[(4-methylphenyl)sulfonyl]-3-piperidinepropanenitrile), C1(=CC=CC=C1)O (phenol), [OH-].[Na+] (sodium hydroxide). Solvent: CO (methanol). Product: FC1=CC=C(C=C1)C(C#N)(CC1CNCCC1)C1=CC=C(C=C1)F (α,α-Bis(4-fluorophenyl)-3-piperidinepropanenitrile). The yield is 67.2%. Reaction SMILES: [F:1][C:2]1[CH:7]=[CH:6][C:5]([C:8]([C:28]2[CH:33]=[CH:32][C:31]([F:34])=[CH:30][CH:29]=2)([CH2:11][CH:12]2[CH2:17][CH2:16][CH2:15][N:14](S(C3C=CC(C)=CC=3)(=O)=O)[CH2:13]2)[C:9]#[N:10])=[CH:4][CH:3]=1.C1(O)C=CC=CC=1.[OH-].[Na+]>CO>[F:1][C:2]1[CH:3]=[CH:4][C:5]([C:8]([C:28]2[CH:29]=[CH:30][C:31]([F:34])=[CH:32][CH:33]=2)([CH2:11][CH:12]2[CH2:17][CH2:16][CH2:15][NH:14][CH2:13]2)[C:9]#[N:10])=[CH:6][CH:7]=1 |f:2.3|. Reported procedure: A mixture of α,α-bis(4-fluorophenyl)-1-[(4-methylphenyl)sulfonyl]-3-piperidinepropanenitrile (41.21 g, 0.0858 mole) and phenol (100 g, 1.06 mole) was heated at reflux for 2 hours. the reaction mixture was cooled to room temperature and made alkaline with ice and 50% sodium hydroxide. The aqueous layer was extracted with chloroform. The chloroform layer was back extracted with 5% sodium hydroxide. The organic layer was then dried over sodium sulfate and filtered and solvent was removed to give a ... Reactants: O=C1CCC(=O)N1Br, O=C(OOC(=O)c1ccccc1)c1ccccc1, ClC(Cl)(Cl)Cl, Cc1ccc(OC2CC(C(=O)O)C(=O)NC2=O)cc1. Yields the product O=C1NC(=O)C(C(=O)O)CC1Oc1ccc(CBr)cc1. RXN SMILES: [Br:20][N:21]1[C:22](=[O:23])[CH2:24][CH2:25][C:26]1=[O:27].[C:28]([O:29][O:30][C:31](=[O:32])[c:33]1[cH:34][cH:35][cH:36][cH:37][cH:38]1)(=[O:39])[c:40]1[cH:41][cH:42][cH:43][cH:44][cH:45]1.[C:46]([Cl:47])([Cl:48])([Cl:49])[Cl:50].[CH3:1][c:2]1[cH:3][cH:4][c:5]([O:6][CH:7]2[CH2:8][CH:9]([C:15](=[O:16])[OH:17])[C:10](=[O:11])[NH:12][C:13]2=[O:14])[cH:18][cH:19]1>>[CH2:1]([c:2]1[cH:3][cH:4][c:5]([O:6][CH:7]2[CH2:8][CH:9]([C:15](=[O:16])[OH:17])[C:10](=[O:11])[NH:12][C:13]2=[O:14])[cH:18][cH:19]1)[Br:20]. Reactants: CN(C1=NC(=NC2=CC=C(C=C12)OC)NC1=C(C=CC=C1)C)C1=CC=CC=C1 (4-(N-Methylphenylamino)-2-[(2-methylphenyl)amino]6-methoxyquinazoline), A-88311461.3, B(Br)(Br)Br (boron tribromide). Yields the product Br.CN(C1=NC(=NC2=CC=C(C=C12)O)NC1=C(C=CC=C1)C)C1=CC=CC=C1 (4-(N-Methylphenylamino)-2-[(2-methylphenyl)amino1-6-hydroxyquinazoline hydrobromide). Yield: 43.0%. RXN SMILES: [CH3:1][N:2]([C:23]1[CH:28]=[CH:27][CH:26]=[CH:25][CH:24]=1)[C:3]1[C:12]2[C:7](=[CH:8][CH:9]=[C:10]([O:13]C)[CH:11]=2)[N:6]=[C:5]([NH:15][C:16]2[CH:21]=[CH:20][CH:19]=[CH:18][C:17]=2[CH3:22])[N:4]=1.B(Br)(Br)[Br:30]>>[BrH:30].[CH3:1][N:2]([C:23]1[CH:28]=[CH:27][CH:26]=[CH:25][CH:24]=1)[C:3]1[C:12]2[C:7](=[CH:8][CH:9]=[C:10]([OH:13])[CH:11]=2)[N:6]=[C:5]([NH:15][C:16]2[CH:21]=[CH:20][CH:19]=[CH:18][C:17]=2[CH3:22])[N:4]=1 |f:2.3|. Reported procedure: 4-(N-Methylphenylamino)-2-[(2-methylphenyl)amino]6-methoxyquinazoline (prepared as described in co-pending EP-A-88311461.3) (3.0 g, 0.0074 mol) and boron tribromide (9.2 g, 0.037 mol) were reacted together under the conditions described in Example 3 to give the title compound (1.39 g), crystallised from methanol/diethyl ether as its hydrobromide salt, m.p. 172°-174°. Reactants: C1CCOC1, COC(=O)c1cc(N2CCOCC2)cc2c1nc(C)n2Cc1cccc(Cl)c1Cl, Cl, [Li+], [OH-], O. Yields the product Cc1nc2c(C(=O)O)cc(N3CCOCC3)cc2n1Cc1cccc(Cl)c1Cl. Reaction SMILES: [CH2:33]1[O:34][CH2:35][CH2:36][CH2:37]1.[Cl:1][c:2]1[c:3]([CH2:9][n:10]2[c:11]([CH3:29])[n:12][c:13]3[c:14]2[cH:15][c:16]([N:23]2[CH2:24][CH2:25][O:26][CH2:27][CH2:28]2)[cH:17][c:18]3[C:19](=[O:20])[O:21][CH3:22])[cH:4][cH:5][cH:6][c:7]1[Cl:8].[ClH:32].[Li+:31].[OH-:30].[OH2:38]>>[Cl:1][c:2]1[c:3]([CH2:9][n:10]2[c:11]([CH3:29])[n:12][c:13]3[c:14]2[cH:15][c:16]([N:23]2[CH2:24][CH2:25][O:26][CH2:27][CH2:28]2)[cH:17][c:18]3[C:19](=[O:20])[OH:21])[cH:4][cH:5][cH:6][c:7]1[Cl:8]. Starting materials: CCOC(=O)CO, Cc1c(N(Cc2ccccc2)Cc2ccc(Oc3ccc(O)cc3)cc2)cccc1[N+](=O)[O-]. Reaction SMILES: [C:34]([CH2:35][OH:36])(=[O:37])[O:38][CH2:39][CH3:40].[CH2:1]([c:2]1[cH:3][cH:4][cH:5][cH:6][cH:7]1)[N:8]([c:9]1[c:10]([CH3:18])[c:11]([N+:15](=[O:16])[O-:17])[cH:12][cH:13][cH:14]1)[CH2:19][c:20]1[cH:21][cH:22][c:23]([O:24][c:25]2[cH:26][cH:27][c:28]([OH:31])[cH:29][cH:30]2)[cH:32][cH:33]1>>[CH2:1]([c:2]1[cH:3][cH:4][cH:5][cH:6][cH:7]1)[N:8]([c:9]1[c:10]([CH3:18])[c:11]([N+:15](=[O:16])[O-:17])[cH:12][cH:13][cH:14]1)[CH2:19][c:20]1[cH:21][cH:22][c:23]([O:24][c:25]2[cH:26][cH:27][c:28]([O:31][CH2:35][C:34](=[O:37])[O:38][CH2:39][CH3:40])[cH:29][cH:30]2)[cH:32][cH:33]1. Product: CCOC(=O)COc1ccc(Oc2ccc(CN(Cc3ccccc3)c3cccc([N+](=O)[O-])c3C)cc2)cc1. The reactants are S(=O)(=O)([O-])[O-].[Ca+2] (calcium sulfate), nitrile, [OH-].[K+] (potassium hydroxide), C1(CCCCC1)=O (cyclohexanone), C(CCCCCC)#N (heptanonitrile), C(CCCCCC)#N (heptanonitrile). Run in CCCCCC (hexane), C(CO)O (Carbowax 20). Yields the product C1(CCCCC1)=C(C#N)CCCCC (2-Cyclohexylidene Heptanonitrile). Reaction SMILES: S([O-])([O-])(=O)=O.[Ca+2].[C:7]1(=O)[CH2:12][CH2:11][CH2:10][CH2:9][CH2:8]1.[C:14](#[N:21])[CH2:15][CH2:16][CH2:17][CH2:18][CH2:19][CH3:20].[OH-].[K+]>C(O)CO.CCCCCC>[C:7]1(=[C:15]([CH2:16][CH2:17][CH2:18][CH2:19][CH3:20])[C:14]#[N:21])[CH2:12][CH2:11][CH2:10][CH2:9][CH2:8]1 |f:0.1,4.5|. Procedure: Into a 25 ml. flask, equipped with magnetic stirrer, heating mantle, condensor, calcium sulfate drying tube, constant temperature controller and thermometer, was charged 0.98 g. of cyclohexanone (0.01 M), 11.1 g. of heptanonitrile (0.10 M) and 0.66 g. of 85% potassium hydroxide flakes. The mixture was heated cooled, 30 ml. of hexane was added, and the mixture washed six times with 30 ml. portions of water and once with saturated brine. The washes were each in succession, cross-extracted with two... Reactants: CC(CN1CC(C)(C)OCC1C(=O)O)NC(=O)OC(C)(C)C, CC1(C)CNC(C(=O)O)CO1, CCN=C=NCCCN(C)C, CO, Cc1cncc2[nH]c3c(N)cc(Cl)cc3c12, ClCCl, c1ccncc1. Product: Cc1cncc2[nH]c3c(NC(=O)C4COC(C)(C)CN4CC(C)NC(=O)OC(C)(C)C)cc(Cl)cc3c12. RXN SMILES: [C:1]([CH3:2])([CH3:3])([CH3:4])[O:5][C:6](=[O:7])[NH:8][CH:9]([CH2:10][N:11]1[CH:12]([C:19](=[O:20])[OH:21])[CH2:13][O:14][C:15]([CH3:17])([CH3:18])[CH2:16]1)[CH3:22].[CH3:23][C:24]1([CH3:25])[O:26][CH2:27][CH:28]([C:29]([OH:30])=[O:31])[NH:32][CH2:33]1.[CH3:50][CH2:51][N:52]=[C:53]=[N:54][CH2:55][CH2:56][CH2:57][N:58]([CH3:59])[CH3:60].[CH3:67][OH:68].[Cl:34][c:35]1[cH:36][c:37]2[c:38]3[c:39]([CH3:49])[cH:40][n:41][cH:42][c:43]3[nH:44][c:45]2[c:46]([NH2:48])[cH:47]1.[Cl:69][CH2:70][Cl:71].[cH:61]1[cH:62][cH:63][n:64][cH:65][cH:66]1>>[C:1]([CH3:2])([CH3:3])([CH3:4])[O:5][C:6](=[O:7])[NH:8][CH:9]([CH2:10][N:11]1[CH:12]([C:19](=[O:21])[NH:48][c:46]2[c:45]3[c:37]([cH:36][c:35]([Cl:34])[cH:47]2)[c:38]2[c:39]([CH3:49])[cH:40][n:41][cH:42][c:43]2[nH:44]3)[CH2:13][O:14][C:15]([CH3:17])([CH3:18])[CH2:16]1)[CH3:22]. Reactants: COC(=O)C1=CC2=C(N=C(N=C2Cl)SC)S1 (4-chloro-2-methylsulfanyl-thieno[2,3-d]pyrimidine-6-carboxylic acid methyl ester), OOS(=O)[O-].[K+] (Oxone), C1CCOC1 (THF). The solvent is O (H2O). Conditions: time 18 hour. Yields the product COC(=O)C1=CC2=C(N=C(N=C2Cl)S(=O)(=O)C)S1 (4-Chloro-2-methanesulfonyl-thieno[2,3-d]pyrimidine-6-carboxylic acid methyl ester). RXN SMILES: [CH3:1][O:2][C:3]([C:5]1[S:16][C:8]2[N:9]=[C:10](SC)[N:11]=[C:12]([Cl:13])[C:7]=2[CH:6]=1)=[O:4].O[O:18][S:19]([O-:21])=O.[K+].[CH2:23]1COCC1>O>[CH3:1][O:2][C:3]([C:5]1[S:16][C:8]2[N:9]=[C:10]([S:19]([CH3:23])(=[O:21])=[O:18])[N:11]=[C:12]([Cl:13])[C:7]=2[CH:6]=1)=[O:4] |f:1.2|. Procedure: To a solution of 4-chloro-2-methylsulfanyl-thieno[2,3-d]pyrimidine-6-carboxylic acid methyl ester (3.3 g, 12.0 mmol) in THF (150 mL) was added a solution of Oxone (15.5 g, 25.2 mmol) in H2O (80 mL) dropwise at RT. After 18 h, the solvent was removed and the residue was diluted with CH2Cl2. The organic fraction was washed with water (1×), brine (1×), dried over. MgSO4, and concentrated. The residue was used without further purification. ESIMS calcd 307 (M++H), found 307 (M++H). Reported procedure: To a solution of 2-(3-bromo-phenyl)-2-methyl-propionic acid (2.18 mmol) in anhydrous ether (20 mL) is added tert-butyl lithium (1.7 M in pentane, 5.4 mL, 9.16 mmol) dropwise at −78° C. and this mixture is stirred for 30 minutes treated with tributyl borate (2.34 mL, 8.72 mmol). The reaction mixture is allowed to warm up to room temperature, stirred for 15 hours, diluted with ether, and quenched with 1 M H3PO4. After stirring for 30 minutes the ether layer is separated and extracted three times w... Reaction SMILES: Br[C:2]1[CH:3]=[C:4]([C:8]([CH3:13])([CH3:12])[C:9]([OH:11])=[O:10])[CH:5]=[CH:6][CH:7]=1.C([Li])(C)(C)C.[B:19](OCCCC)([O:25]CCCC)[O:20]CCCC>CCOCC>[C:9]([C:8]([C:4]1[CH:3]=[C:2]([B:19]([OH:25])[OH:20])[CH:7]=[CH:6][CH:5]=1)([CH3:13])[CH3:12])([OH:11])=[O:10]. Run in CCOCC (ether), CCOCC (ether). Reactants: BrC=1C=C(C=CC1)C(C(=O)O)(C)C (2-(3-bromo-phenyl)-2-methyl-propionic acid), C(C)(C)(C)[Li] (tert-butyl lithium), B(OCCCC)(OCCCC)OCCCC (tributyl borate). Yields the product C(=O)(O)C(C)(C)C=1C=C(C=CC1)B(O)O (3-(1-carboxy-1-methyl-ethyl)-phenyl boronic acid). Reaction conditions: time 30 minute. Reactants: C1(CCCCC1)CCC(=O)N1C(OC[C@@H]1C(C)C)=O ((S)-3-cyclohexylpropionyl-4-isopropyloxazolidin-2-one), C(C)(C)(C)OC(CBr)=O (tert-butylbromoacetate), C[Si]([N-][Si](C)(C)C)(C)C.[Na+] (sodium hexamethyldisilazide), C1(=CC=CC=C1)C (toluene). Solvent: Cl (hydrochloric acid), C1CCOC1 (THF), C1CCOC1 (THF), C1CCOC1 (THF). Conditions: temperature -10 celsius, time 1 hour. Product: C1(CCCCC1)CC(CC(=O)OC(C)(C)C)C(=O)N1C(OCC1C(C)C)=O (tert-butyl 3-cyclohexylmethyl-4-(4-isopropyl-2-oxooxazolidin-3-yl)-4-oxobutyrate). Isolated yield 60.6%. RXN SMILES: C[Si](C)(C)[N-][Si](C)(C)C.[Na+].C1(C)C=CC=CC=1.[CH:18]1([CH2:24][CH2:25][C:26]([N:28]2[C@@H:32]([CH:33]([CH3:35])[CH3:34])[CH2:31][O:30][C:29]2=[O:36])=[O:27])[CH2:23][CH2:22][CH2:21][CH2:20][CH2:19]1.[C:37]([O:41][C:42](=[O:45])[CH2:43]Br)([CH3:40])([CH3:39])[CH3:38]>C1COCC1.Cl>[CH:18]1([CH2:24][CH:25]([C:26]([N:28]2[CH:32]([CH:33]([CH3:34])[CH3:35])[CH2:31][O:30][C:29]2=[O:36])=[O:27])[CH2:43][C:42]([O:41][C:37]([CH3:40])([CH3:39])[CH3:38])=[O:45])[CH2:19][CH2:20][CH2:21][CH2:22][CH2:23]1 |f:0.1|. Reported procedure: A solution of sodium hexamethyldisilazide (92.4 mL of a 0.6M toluene solution, Aldrich) in THF (70 mL) was cooled to −78° C. and then treated with a solution of (S)-3-cyclohexylpropionyl-4-isopropyloxazolidin-2-one (10.5 g, 39.3 mmol) in THF (30 mL) added dropwise over 10 minutes. The mixture was stirred for 1 hour and then treated with a solution of tert-butylbromoacetate (9.75 mL, 50 mmol) in THF (20 mL) added dropwise. The mixture was stirred for 1 hour, while warming to −10° C. The mixture r...